From a dataset of the Open Reaction Database (ORD), a public repository of structured organic reaction records. describe an organic reaction: reactants, conditions, products, and yield Reactants: C(C)(C)(C)OC(NCC1=CC=C(C=C1)C1=NC=2C(=NC=C(C2N2CCN(CC2)CC(NC=2SC=CN2)=O)Br)N1)=O ((4-{6-bromo-7-[4-(thiazol-2-ylcarbamoylmethyl)-piperazin-1-yl]-3H-imidazo[4,5-b]pyridin-2-yl}-benzyl)-carbamic acid tert-butyl ester), FC(C(=O)O)(F)F (trifluoroacetic acid). The solvent is ClCCl (dichloromethane). Conditions: time 1 hour. Yields the product NCC1=CC=C(C=C1)C1=NC=2C(=NC=C(C2N2CCN(CC2)CC(=O)NC=2SC=CN2)Br)N1 (2-{4-[2-(4-Aminomethyl-phenyl)-6-bromo-3H-imidazo[4,5-b]pyridin-7-yl]-piperazin-1-yl}-N-thiazol-2-yl-acetamide). Isolated yield 109.0%. RXN SMILES: C(OC(=O)[NH:7][CH2:8][C:9]1[CH:14]=[CH:13][C:12]([C:15]2[NH:39][C:18]3=[N:19][CH:20]=[C:21]([Br:38])[C:22]([N:23]4[CH2:28][CH2:27][N:26]([CH2:29][C:30](=[O:37])[NH:31][C:32]5[S:33][CH:34]=[CH:35][N:36]=5)[CH2:25][CH2:24]4)=[C:17]3[N:16]=2)=[CH:11][CH:10]=1)(C)(C)C.FC(F)(F)C(O)=O>ClCCl>[NH2:7][CH2:8][C:9]1[CH:14]=[CH:13][C:12]([C:15]2[NH:39][C:18]3=[N:19][CH:20]=[C:21]([Br:38])[C:22]([N:23]4[CH2:24][CH2:25][N:26]([CH2:29][C:30]([NH:31][C:32]5[S:33][CH:34]=[CH:35][N:36]=5)=[O:37])[CH2:27][CH2:28]4)=[C:17]3[N:16]=2)=[CH:11][CH:10]=1. Reported procedure: To (4-{6-bromo-7-[4-(thiazol-2-ylcarbamoylmethyl)-piperazin-1-yl]-3H-imidazo[4,5-b]pyridin-2-yl}-benzyl)-carbamic acid tert-butyl ester (0.053 g, 0.08 mmol) in dichloromethane (4 ml) was slowly added trifluoroacetic acid (0.5 ml) at 0° C. The reaction mixture was stirred at room temperature for 1 h then concentrated in vacuo. The crude product was run trough a 2 g SCX cartridge and eluted with 0.1M NH3 in methanol to give the title compound as a pale yellow solid (0.046 g, 100%). Reactants: Cl.Cl.NC(C(=O)O)C(C)C=1N=CNC1 (2-amino-3-(1H-imidazol-4-yl)butyric acid dihydrochloride), CO (methanol). Yields the product NC(C(=O)OC)C(C)C=1N=CNC1 (Methyl 2-amino-3-(1H-imidazol-4-yl)butyrate). RXN SMILES: Cl.Cl.[NH2:3][CH:4]([CH:8]([C:10]1[N:11]=[CH:12][NH:13][CH:14]=1)[CH3:9])[C:5]([OH:7])=[O:6].[CH3:15]O>>[NH2:3][CH:4]([CH:8]([C:10]1[N:11]=[CH:12][NH:13][CH:14]=1)[CH3:9])[C:5]([O:7][CH3:15])=[O:6] |f:0.1.2|. Reported procedure: 9.40 g (38.9 mmol) of 2-amino-3-(1H-imidazol-4-yl)butyric acid dihydrochloride are solved in 100 ml methanol. Dry HCl-gas is bubbled through the solution while heating under reflux for 4 hours. After cooling the excess hydrochloric acid is removed by evaporation in vacuo. Yield: 9.8 g (98%) methyl 2-amino-3-(1H-imidazol-4-yl)butyrate hydrochloride as an amorphous solid. Reactants: powder, C(C)(=O)OC1C(C(CC1N1C(=NC2=C1C=C(C(=C2)Cl)Cl)Br)COC(C)=O)OC(C)=O (3-(Acetoxymethyl)-5-(2-bromo-5,6-dichloro-1H-benzimidazol-1-yl)-1,2-cyclopentanediyl diacetate), C1(CC1)N (cyclopropylamine), [OH-].[Na+] (sodium hydroxide). Solvent: C(C)O (ethanol). The product is ClC1=CC2=C(N(C(=N2)NC2CC2)C2CC(C(C2O)O)CO)C=C1Cl (5-[5,6-dichloro-2-(cyclopropylamino)-1H-benzimidazol-1-yl]-3-(hydroxymethyl)-1,2-cyclopentanediol). The yield is 25.9%. As a reaction SMILES: C([O:4][CH:5]1[CH:9]([N:10]2[C:14]3[CH:15]=[C:16]([Cl:20])[C:17]([Cl:19])=[CH:18][C:13]=3[N:12]=[C:11]2Br)[CH2:8][CH:7]([CH2:22][O:23]C(=O)C)[CH:6]1[O:27]C(=O)C)(=O)C.[CH:31]1([NH2:34])[CH2:33][CH2:32]1.[OH-].[Na+]>C(O)C>[Cl:19][C:17]1[C:16]([Cl:20])=[CH:15][C:14]2[N:10]([CH:9]3[CH:5]([OH:4])[CH:6]([OH:27])[CH:7]([CH2:22][OH:23])[CH2:8]3)[C:11]([NH:34][CH:31]3[CH2:33][CH2:32]3)=[N:12][C:13]=2[CH:18]=1 |f:2.3|. Reported procedure: (±)(1R*, 2S*, 3R*, 5R*)-3-(Acetoxymethyl)-5-(2-bromo-5,6-dichloro-1H-benzimidazol-1-yl)-1,2-cyclopentanediyl diacetate (Example 39, 1.00 g, 1.87 mmol), cyclopropylamine (Aldrich, 1.7 mL, 24 mmol) and absolute ethanol (10 mL) were refluxed under nitrogen for 48 hours. The reaction was cooled and 1 N sodium hydroxide (1.2 mL) was added. Volatiles were evaporated in vacuo and the residual oily solid was chromatographed on silica gel. Elution with 5% methanol--ethyl acetate gave fractions containing... Starting materials: CC=1NC(NC1C(CCCCC(=O)OCC)=O)=O (4-methyl-5-(5-ethoxycarbonylpentanoyl)-4-imidazolin-2-one), C(OC)(=O)OC(=O)[O-] (methyl pyrocarbonate). Run at temperature 90 celsius, time 1.5 hour. Yields the product COC(=O)N1C(N(C(=C1C(CCCCC(=O)OCC)=O)C)C(=O)OC)=O (1,3-Di(methoxycarbonyl)-4-methyl-5-(5-ethoxycarbonylpentanoyl)-4-imidazolin-2-one). The yield is 76.6%. Reaction SMILES: [CH3:1][C:2]1[NH:3][C:4](=[O:18])[NH:5][C:6]=1[C:7](=[O:17])[CH2:8][CH2:9][CH2:10][CH2:11][C:12]([O:14][CH2:15][CH3:16])=[O:13].[C:19]([O:23][C:24]([O-:26])=O)(=O)OC>>[CH3:15][O:14][C:12]([N:5]1[C:6]([C:7](=[O:17])[CH2:8][CH2:9][CH2:10][CH2:11][C:12]([O:14][CH2:15][CH3:16])=[O:13])=[C:2]([CH3:1])[N:3]([C:24]([O:23][CH3:19])=[O:26])[C:4]1=[O:18])=[O:13]. Procedure: A mixture of 1.88 g (7.4 mmol) of 4-methyl-5-(5-ethoxycarbonylpentanoyl)-4-imidazolin-2-one and 20 ml methyl pyrocarbonate was heated to 90° C., and stirred for 1.5 hours whereupon a complete solution was obtained. After removal of the volatiles in vacuo, the oily residue was treated with 20 ml hexanes to give a white solid which was collected by filtration and washed with two 5 ml portions of hexanes. Recrystallization from 100 ml ethyl ether gave 2.1 g (76.6%) of the title compound; m.p. 74°-7... Reactants: C(=O)NC=1SC=C(N1)C(C(=O)NC1[C@@H]2N(C(=CCS2)C(=O)OCC2=CC=C(C=C2)[N+](=O)[O-])C1=O)=NOCC(=O)OCC (4-Nitrobenzyl 7-[2-(2-formamidothiazol-4-yl)-2-ethoxycarbonylmethoxyiminoacetamido]-3-cephem-4-carboxylate), C(C)O (ethanol), O1CCCC1 (tetrahydrofuran), C(C)(=O)O (acetic acid). Reagents/catalysts: [C].[Pd] (palladium carbon). The solvent is O (water). Product: C(=O)NC=1SC=C(N1)C(C(=O)NC1[C@@H]2N(C(=CCS2)C(=O)O)C1=O)=NOCC(=O)OCC (7-[2-(2-formamidothiazol-4-yl)-2-ethoxycarbonylmethoxyiminoacetamido]-3-cephem-4-carboxylic acid). Yield: 20.3%. Reaction SMILES: [CH:1]([NH:3][C:4]1[S:5][CH:6]=[C:7]([C:9](=[N:35][O:36][CH2:37][C:38]([O:40][CH2:41][CH3:42])=[O:39])[C:10]([NH:12][CH:13]2[C:33](=[O:34])[N:15]3[C:16]([C:20]([O:22]CC4C=CC([N+]([O-])=O)=CC=4)=[O:21])=[CH:17][CH2:18][S:19][C@H:14]23)=[O:11])[N:8]=1)=[O:2].C(O)C.O1CCCC1.C(O)(=O)C>[C].[Pd].O>[CH:1]([NH:3][C:4]1[S:5][CH:6]=[C:7]([C:9](=[N:35][O:36][CH2:37][C:38]([O:40][CH2:41][CH3:42])=[O:39])[C:10]([NH:12][CH:13]2[C:33](=[O:34])[N:15]3[C:16]([C:20]([OH:22])=[O:21])=[CH:17][CH2:18][S:19][C@H:14]23)=[O:11])[N:8]=1)=[O:2] |f:4.5|. Procedure details: 4-Nitrobenzyl 7-[2-(2-formamidothiazol-4-yl)-2-ethoxycarbonylmethoxyiminoacetamido]-3-cephem-4-carboxylate (syn isomer, 2.52 g.), 10% palladium carbon (1.3 g.), ethanol (13 ml.), tetrahydrofuran (25 ml.), acetic acid (0.22 ml.) and water (2.2 ml.) were treated in a similar manner to that of Example 15-(2) to give 7-[2-(2-formamidothiazol-4-yl)-2-ethoxycarbonylmethoxyiminoacetamido]-3-cephem-4-carboxylic acid (syn isomer, 0.4 g.). The reactants are CCN(CC)CCC(=O)c1ccc([N+](=O)[O-])cc1, CC(=O)O. The product is CCN(CC)CCCc1ccc([N+](=O)[O-])cc1. RXN SMILES: [CH2:1]([CH3:2])[N:3]([CH2:4][CH2:5][C:6](=[O:7])[c:8]1[cH:9][cH:10][c:11]([N+:14](=[O:15])[O-:16])[cH:12][cH:13]1)[CH2:17][CH3:18].[CH3:19][C:20](=[O:21])[OH:22]>>[CH2:1]([CH3:2])[N:3]([CH2:4][CH2:5][CH2:6][c:8]1[cH:9][cH:10][c:11]([N+:14](=[O:15])[O-:16])[cH:12][cH:13]1)[CH2:17][CH3:18]. Yields the product C(C1=CC=CC=C1)C=1C=[N+](C=CC1)[O-] (3-Benzylpyridine N-oxide). Procedure: A solution of 3-benzylpyridine (25 g, 0.148 tool) in hydrogen peroxide (30%, 15.1 mL) and acetic acid (100 mL) was refluxed for one day. Then more hydrogen peroxide (3 mL) was added and the resulting mixture was refluxed overnight. The reaction mixture was then evaporated and partitioned between a mixture of 3 N HCl, brine and dichloromethane. The organic layer was separated, dried and evaporated to give the desired compound (27.6 g, 100%). The solvent is C(C)(=O)O (acetic acid). The yield is 100.0%. As a reaction SMILES: [CH2:1]([C:8]1[CH:9]=[N:10][CH:11]=[CH:12][CH:13]=1)[C:2]1[CH:7]=[CH:6][CH:5]=[CH:4][CH:3]=1.[OH:14]O>C(O)(=O)C>[CH2:1]([C:8]1[CH:9]=[N+:10]([O-:14])[CH:11]=[CH:12][CH:13]=1)[C:2]1[CH:3]=[CH:4][CH:5]=[CH:6][CH:7]=1. Reactants: C(C1=CC=CC=C1)C=1C=NC=CC1 (3-benzylpyridine), OO (hydrogen peroxide), OO (hydrogen peroxide). The reactants are solution, Cl (HCl), C(C)(C)(C)OC(NCCCC=1C=NC(=C(C1)NC=1N=CC=2CC(NC3=C(C2N1)C=CC(=C3)C(F)(F)F)=O)C)=O (tert-butyl[3-(6-methyl-5-{[6-oxo-9-(trifluoromethyl)-6,7-dihydro-5H-pyrimido[5,4-d][1]benzazepin-2-yl]amino}pyridin-3-yl)propyl]carbamate). The solvent is O1CCOCC1 (dioxane). Run at time 8 hour. The product is NCCCC=1C=C(C(=NC1)C)NC=1N=CC=2CC(NC3=C(C2N1)C=CC(=C3)C(F)(F)F)=O (2-{[5-(3-aminopropyl)-2-methylpyridin-3-yl]amino}-9-(trifluoromethyl)-5,7-dihydro-6H-pyrimido[5,4-d][1]benzazepin-6-one). Isolated yield 112.7%. As a reaction SMILES: Cl.C(OC(=O)[NH:8][CH2:9][CH2:10][CH2:11][C:12]1[CH:13]=[N:14][C:15]([CH3:39])=[C:16]([NH:18][C:19]2[N:20]=[CH:21][C:22]3[CH2:23][C:24](=[O:38])[NH:25][C:26]4[CH:33]=[C:32]([C:34]([F:37])([F:36])[F:35])[CH:31]=[CH:30][C:27]=4[C:28]=3[N:29]=2)[CH:17]=1)(C)(C)C>O1CCOCC1>[NH2:8][CH2:9][CH2:10][CH2:11][C:12]1[CH:17]=[C:16]([NH:18][C:19]2[N:20]=[CH:21][C:22]3[CH2:23][C:24](=[O:38])[NH:25][C:26]4[CH:33]=[C:32]([C:34]([F:37])([F:36])[F:35])[CH:31]=[CH:30][C:27]=4[C:28]=3[N:29]=2)[C:15]([CH3:39])=[N:14][CH:13]=1. Procedure details: To a 4M solution of HCl in dioxane (20 mL) was added tert-butyl[3-(6-methyl-5-{[6-oxo-9-(trifluoromethyl)-6,7-dihydro-5H-pyrimido[5,4-d][1]benzazepin-2-yl]amino}pyridin-3-yl)propyl]carbamate (1.10 g, 2.04 mmol). The reaction mixture was allowed to stir at rt overnight and then concentrated to give 2-{[5-(3-aminopropyl)-2-methylpyridin-3-yl]amino}-9-(trifluoromethyl)-5,7-dihydro-6H-pyrimido[5,4-d][1]benzazepin-6-one (1.35 g, 2.30 mmol, >99%) as a brown solid. LCMS (FA): Rt=0.55 min, m/z=443.0 (M+... As a reaction SMILES: [CH2:41]([Cl:42])[Cl:43].[CH3:25][N:26]([CH3:27])[CH2:28][CH2:29][N:30]([CH3:31])[CH3:32].[CH3:44][CH2:45][O:46][C:47](=[O:48])[CH3:49].[CH3:6][O:7][c:8]1[cH:9][cH:10][c:11]([CH:14]2[N:15]3[C:16](=[O:24])[CH2:17][CH2:18][CH2:19][CH:20]3[CH2:21][CH2:22][CH2:23]2)[cH:12][cH:13]1.[I:1][Si:2]([CH3:3])([CH3:4])[CH3:5].[I:33].[Na+:39].[Na+:40].[S:34]([O-:35])([O-:36])(=[O:37])=[S:38]>>[I:1][CH:17]1[C:16](=[O:24])[N:15]2[CH:14]([c:11]3[cH:10][cH:9][c:8]([O:7][CH3:6])[cH:13][cH:12]3)[CH2:23][CH2:22][CH2:21][CH:20]2[CH2:19][CH2:18]1. The reactants are ClCCl, CN(C)CCN(C)C, CCOC(C)=O, COc1ccc(C2CCCC3CCCC(=O)N32)cc1, C[Si](C)(C)I, I, [Na+], [Na+], O=S([O-])([O-])=S. Product: COc1ccc(C2CCCC3CCC(I)C(=O)N32)cc1.